This data is from the Open Reaction Database (ORD), a public repository of structured organic reaction records. The task is: describe an organic reaction: reactants, conditions, products, and yield Reactants: NCCN1CCN(CC1)C1=C(C=CC=C1)OC (4-[(2-amino)ethyl]-1-(2-methoxyphenyl)piperazine), N1=CC=CC=C1 (pyridine), BrCCC(=O)Cl (3-bromopropionyl chloride). Solvent: ClCCl (dichloromethane), ClCCl (dichloromethane). Conditions: time 1 hour. Yields the product COC1=C(C=CC=C1)N1CCNCC1 (1-(2-methoxyphenyl)piperazine). Isolated yield 107.4%. As a reaction SMILES: NCC[N:4]1[CH2:9][CH2:8][N:7]([C:10]2[CH:15]=[CH:14][CH:13]=[CH:12][C:11]=2[O:16][CH3:17])[CH2:6][CH2:5]1.N1C=CC=CC=1.BrCCC(Cl)=O>ClCCl>[CH3:17][O:16][C:11]1[CH:12]=[CH:13][CH:14]=[CH:15][C:10]=1[N:7]1[CH2:8][CH2:9][NH:4][CH2:5][CH2:6]1. Procedure: To a chilled solution (0° C.) of 4-[(2-amino)ethyl]-1-(2-methoxyphenyl)piperazine (10.46 mmol) in 40 mL of dichloromethane were added pyridine (12.55 mmol) and a solution of 3-bromopropionyl chloride (11.51 mmol) in 10 mL of dichloromethane. After addition, the reaction mixture was warmed to room temperature, and stirred for 1 hour. The reaction mixture was quenched with saturated sodium carbonate, extracted with dichloromethane. The organic phase was washed with brine, water, and dried over mag...